Dataset: the Open Reaction Database (ORD), a public repository of structured organic reaction records. Task: describe an organic reaction: reactants, conditions, products, and yield Reactants: OCC1NCCC1 (2-hydroxymethylpyrrolidine), C1(CC1)C1=CC=C(C(=N1)C(=O)NC1=C(C(=O)O)C=CN=C1)NC=1C=NC=NC1 (3-{[6-cyclopropyl-3-(pyrimidin-5-ylamino)-pyridine-2-carbonyl]-amino}-isonicotinic acid). The product is OCC1N(CCC1)C(=O)C1=C(C=NC=C1)NC(=O)C1=NC(=CC=C1NC=1C=NC=NC1)C1CC1 (6-Cyclopropyl-3-(pyrimidin-5-ylamino)-pyridine-2-carboxylic acid [4-(2-hydroxymethyl-pyrrolidine-1-carbonyl)-pyridin-3-yl]-amide). Isolated yield 29.0%. Reaction SMILES: [OH:1][CH2:2][CH:3]1[CH2:7][CH2:6][CH2:5][NH:4]1.[CH:8]1([C:11]2[N:16]=[C:15]([C:17]([NH:19][C:20]3[CH:28]=[N:27][CH:26]=[CH:25][C:21]=3[C:22](O)=[O:23])=[O:18])[C:14]([NH:29][C:30]3[CH:31]=[N:32][CH:33]=[N:34][CH:35]=3)=[CH:13][CH:12]=2)[CH2:10][CH2:9]1>>[OH:1][CH2:2][CH:3]1[CH2:7][CH2:6][CH2:5][N:4]1[C:22]([C:21]1[CH:25]=[CH:26][N:27]=[CH:28][C:20]=1[NH:19][C:17]([C:15]1[C:14]([NH:29][C:30]2[CH:31]=[N:32][CH:33]=[N:34][CH:35]=2)=[CH:13][CH:12]=[C:11]([CH:8]2[CH2:10][CH2:9]2)[N:16]=1)=[O:18])=[O:23]. Procedure details: According to the general method described in step 3 of example 53, reaction of 2-hydroxymethylpyrrolidine with 3-{[6-cyclopropyl-3-(pyrimidin-5-ylamino)-pyridine-2-carbonyl]-amino}-isonicotinic acid provided the title compound as off-white solid (29%). Reactants: BrC=1C=NC=NC1 (5-bromopyrimidine), C(C=C)(=O)OC(C)(C)C (t-butyl acrylate). The reagents and catalysts are C(C)(=O)[O-].[Pd+2].C(C)(=O)[O-] (palladium acetate). Solvent: C(C)N(CC)CC (triethylamine). Conditions: temperature 80 celsius. Yields the product N1=CN=CC(=C1)C(C(=O)OC(C)(C)C)=C (t-butyl (5-pyrimidinyl)acrylate). Reaction SMILES: Br[C:2]1[CH:3]=[N:4][CH:5]=[N:6][CH:7]=1.[C:8]([O:12][C:13]([CH3:16])([CH3:15])[CH3:14])(=[O:11])[CH:9]=[CH2:10]>C([O-])(=O)C.[Pd+2].C([O-])(=O)C.C(N(CC)CC)C>[N:4]1[CH:3]=[C:2]([C:9](=[CH2:10])[C:8]([O:12][C:13]([CH3:16])([CH3:15])[CH3:14])=[O:11])[CH:7]=[N:6][CH:5]=1 |f:2.3.4|. Reported procedure: A mixture of 30 g 5-bromopyrimidine, 1.2 g palladium acetate, 25 mL triethylamine and 250 ml t-butyl acrylate was heated at 80° C. for 5 days. The resulting mixture was concentrated to a waxy solid in vacuo. The residue was taken up in ethyl acetate and filtered. The filtrate was kept in the cold (-20° C., hexane added), and 10.5 g of tan needles deposited: 1H NMR (300 MHz) (d6-DMSO) δ 1.45 (s, 9H), 6.1 (d, 1H, J=12.3 Hz), 6.8 (d, H, J=12.3 Hz), 8.85 (s, 1H), 9.15 (s, 1H); MS (FAB) m/e (MH+): 20... The reactants are CCOP(=O)(CC#N)OCC, CC(=CC=O)c1ccc(OCc2nc(-c3ccccc3)oc2C)cc1. Yields the product CC(=CC=CC#N)c1ccc(OCc2nc(-c3ccccc3)oc2C)cc1. As a reaction SMILES: [C:26](#[N:27])[CH2:28][P:29](=[O:30])([O:31][CH2:32][CH3:33])[O:34][CH2:35][CH3:36].[CH3:1][c:2]1[c:3]([CH2:13][O:14][c:15]2[cH:16][cH:17][c:18]([C:21](=[CH:22][CH:23]=[O:24])[CH3:25])[cH:19][cH:20]2)[n:4][c:5](-[c:7]2[cH:8][cH:9][cH:10][cH:11][cH:12]2)[o:6]1>>[CH3:1][c:2]1[c:3]([CH2:13][O:14][c:15]2[cH:16][cH:17][c:18]([C:21](=[CH:22][CH:23]=[CH:28][C:26]#[N:27])[CH3:25])[cH:19][cH:20]2)[n:4][c:5](-[c:7]2[cH:8][cH:9][cH:10][cH:11][cH:12]2)[o:6]1. Reactants: NNCc1ccc(Br)cc1, CCN=C=NCCCN(C)C, COC(=O)NC(C(=O)O)C(C)(C)C, CCOC(C)=O, On1nnc2ccccc21. Reaction SMILES: [Br:35][c:36]1[cH:37][cH:38][c:39]([CH2:40][NH:41][NH2:42])[cH:43][cH:44]1.[CH3:14][CH2:15][N:16]=[C:17]=[N:18][CH2:19][CH2:20][CH2:21][N:22]([CH3:23])[CH3:24].[CH3:1][O:2][C:3](=[O:4])[NH:5][CH:6]([C:7]([CH3:8])([CH3:9])[CH3:10])[C:11](=[O:12])[OH:13].[CH3:45][CH2:46][O:47][C:48]([CH3:49])=[O:50].[OH:25][n:26]1[c:27]2[c:28]([cH:29][cH:30][cH:31][cH:32]2)[n:33][n:34]1>>[CH3:1][O:2][C:3](=[O:4])[NH:5][CH:6]([C:7]([CH3:8])([CH3:9])[CH3:10])[C:11](=[O:13])[NH:42][NH:41][CH2:40][c:39]1[cH:38][cH:37][c:36]([Br:35])[cH:44][cH:43]1. Yields the product COC(=O)NC(C(=O)NNCc1ccc(Br)cc1)C(C)(C)C. The solvent is C(C)O (ethanol). Yields the product NC=1C=CC=C2C=C(N=CC12)C (8-amino-3-methylisoquinoline). Reported procedure: A catalyst consisting of palladium-on-carbon (3/97 by weight; 5 g) is added to a solution of 5-bromo-3-methyl-8-nitroisoquinoline (10.8 g) in ethanol (200 cc). The suspension is stirred, whilst heating to the reflux temperature under a nitrogen atmosphere, and hydrazine hydrate (25 cc) is added dropwise in the course of 30 minutes. The mixture is then heated under reflux for a further 2 hours. The suspension is filtered hot through diatomaceous silica and the filtrate is concentrated to dryness ... The yield is 68.8%. Reactants: BrC1=C2C=C(N=CC2=C(C=C1)[N+](=O)[O-])C (5-bromo-3-methyl-8-nitroisoquinoline), O.NN (hydrazine hydrate). The reagents and catalysts are [Pd] (palladium-on-carbon). RXN SMILES: Br[C:2]1[CH:11]=[CH:10][C:9]([N+:12]([O-])=O)=[C:8]2[C:3]=1[CH:4]=[C:5]([CH3:15])[N:6]=[CH:7]2.O.NN>C(O)C.[Pd]>[NH2:12][C:9]1[CH:10]=[CH:11][CH:2]=[C:3]2[C:8]=1[CH:7]=[N:6][C:5]([CH3:15])=[CH:4]2 |f:1.2|. Reagents/catalysts: CC(C)([P](C(C)(C)C)([Pd][P](C(C)(C)C)(C(C)(C)C)C(C)(C)C)C(C)(C)C)C (bis(tri-tert-butylphosphine)palladium(0)). The solvent is C(C)(=O)OCC (ethyl acetate). Yield: 76.1%. Reactants: ClC1=CC(=NC2=CC=CC=C12)N1CC2=C(CCC1)C=CC=C2 (2-(4-chloroquinolin-2-yl)-2,3,4,5-tetrahydro-1H-2-benzazepine), C(C)(C)(C)OC(=O)N1C(OC[C@@H]1C=C)(C)C ((S)-2,2-dimethyl-4-vinyl-oxazolidine-3-carboxylic acid tert-butyl ester), CN(C1CCCCC1)C1CCCCC1 (methyl dicyclohexylamine), CN(C=O)C (N,N-dimethylformamide). Procedure details: The mixture of 2-(4-chloroquinolin-2-yl)-2,3,4,5-tetrahydro-1H-2-benzazepine (310 mg, 1.0 mmol), (S)-2,2-dimethyl-4-vinyl-oxazolidine-3-carboxylic acid tert-butyl ester (273 mg, 1.2 mmol), bis(tri-tert-butylphosphine)palladium(0) (51 mg, 0.1 mmol), methyl dicyclohexylamine (293 mg, 1.5 mmol) and N,N-dimethylformamide (6 mL) was heated with stirring in a 20 mL microwave process vial for 2.5 hours at 120° C. under microwave irradiation. The reaction mixture was diluted with ethyl acetate and washe... As a reaction SMILES: Cl[C:2]1[C:11]2[C:6](=[CH:7][CH:8]=[CH:9][CH:10]=2)[N:5]=[C:4]([N:12]2[CH2:18][CH2:17][CH2:16][C:15]3[CH:19]=[CH:20][CH:21]=[CH:22][C:14]=3[CH2:13]2)[CH:3]=1.[C:23]([O:27][C:28]([N:30]1[C@@H:34]([CH:35]=[CH2:36])[CH2:33][O:32][C:31]1([CH3:38])[CH3:37])=[O:29])([CH3:26])([CH3:25])[CH3:24].CN(C1CCCCC1)C1CCCCC1.CN(C)C=O>C(OCC)(=O)C.CC(C)([P](C(C)(C)C)([Pd][P](C(C)(C)C)(C(C)(C)C)C(C)(C)C)C(C)(C)C)C>[CH3:37][C:31]1([CH3:38])[N:30]([C:28]([O:27][C:23]([CH3:26])([CH3:25])[CH3:24])=[O:29])[C@@H:34](/[CH:35]=[CH:36]/[C:2]2[C:11]3[C:6](=[CH:7][CH:8]=[CH:9][CH:10]=3)[N:5]=[C:4]([N:12]3[CH2:18][CH2:17][CH2:16][C:15]4[CH:19]=[CH:20][CH:21]=[CH:22][C:14]=4[CH2:13]3)[CH:3]=2)[CH2:33][O:32]1 |^1:66,72|. Reaction conditions: temperature 120 celsius, time 2.5 hour. Yields the product CC1(OC[C@@H](N1C(=O)OC(C)(C)C)\C=C\C1=CC(=NC2=CC=CC=C12)N1CC2=C(CCC1)C=CC=C2)C (tert-Butyl (4S)-2,2-dimethyl-4-{(E)-2-[2-(1,3,4,5-tetrahydro-2H-2-benzazepin-2-yl)quinolin-4-yl]ethenyl}-1,3-oxazolidine-3-carboxylate).